This data is from the Open Reaction Database (ORD), a public repository of structured organic reaction records. The task is: describe an organic reaction: reactants, conditions, products, and yield Yields the product Cc1ccc2c(c1)c1c(n2CCc2ccc(C(C)C)nc2)CCN(C)C1. Starting materials: Cc1ccc2[nH]c3c(c2c1)CN(C)CC3, C=Cc1ccc(C(C)C)nc1, [K+], [OH-], O. As a reaction SMILES: [CH3:1][N:2]1[CH2:3][c:4]2[c:5]([nH:6][c:7]3[cH:8][cH:9][c:10]([CH3:13])[cH:11][c:12]23)[CH2:14][CH2:15]1.[CH:18]([CH3:19])([CH3:20])[c:21]1[n:22][cH:23][c:24]([CH:27]=[CH2:28])[cH:25][cH:26]1.[K+:17].[OH-:16].[OH2:29]>>[CH3:1][N:2]1[CH2:3][c:4]2[c:5]([n:6]([CH2:28][CH2:27][c:24]3[cH:23][n:22][c:21]([CH:18]([CH3:19])[CH3:20])[cH:26][cH:25]3)[c:7]3[cH:8][cH:9][c:10]([CH3:13])[cH:11][c:12]23)[CH2:14][CH2:15]1. The reactants are CC1(CC(CC(N1O)(C)C)O)C (4-Hydroxy-TEMPO), CN(C)CCN(C)CCN(C)C (PMDETA), ClC(C(=O)NCCCN(C)C)C (2-chloro-N-(3-dimethylamino-propyl)-propionamide). Reagents/catalysts: Cl[Cu] (CuCl). The product is CN(CCCNC(C(C)ON1C(CC(CC1(C)C)O)(C)C)=O)C (N-(3-Dimethylamino-propyl)-2-(4-hydroxy-2,2,6,6-tetramethyl-piperidine-1-yloxy)-propionamide). The yield is 63.0%. As a reaction SMILES: [CH3:1][C:2]1([CH3:12])[N:7]([OH:8])[C:6]([CH3:10])([CH3:9])[CH2:5][CH:4]([OH:11])[CH2:3]1.CN(CCN(CCN(C)C)C)C.Cl[CH:26]([CH3:36])[C:27]([NH:29][CH2:30][CH2:31][CH2:32][N:33]([CH3:35])[CH3:34])=[O:28]>Cl[Cu]>[CH3:35][N:33]([CH3:34])[CH2:32][CH2:31][CH2:30][NH:29][C:27](=[O:28])[CH:26]([O:8][N:7]1[C:2]([CH3:12])([CH3:1])[CH2:3][CH:4]([OH:11])[CH2:5][C:6]1([CH3:10])[CH3:9])[CH3:36]. Reported procedure: 4-Hydroxy-TEMPO (25.84 g, 0.15 mol), CuCl (29.7 g, 0.3 mol), PMDETA (52.0 g, 0.3 mol) and 2-chloro-N-(3-dimethylamino-propyl)-propionamide (35.75 g, 0.18 mol) are reacted as described in Example A3. The final purification of the residue after the extractive workup is performed by crystallization from toluene (45 ml) and hexane (50 ml) to afford 31.13 g of the title compound as a white solid, mp. 85-88° C. Starting materials: OBO, Brc1ccccc1, Fc1ccc(-c2cc(C(F)(F)F)nc(Cl)n2)cc1F. Product: Fc1ccc(-c2cc(C(F)(F)F)nc(-c3cccc(Br)c3)n2)cc1F. RXN SMILES: [BH:20]([OH:21])[OH:22].[Br:23][c:24]1[cH:25][cH:26][cH:27][cH:28][cH:29]1.[Cl:1][c:2]1[n:3][c:4]([C:16]([F:17])([F:18])[F:19])[cH:5][c:6](-[c:8]2[cH:9][c:10]([F:15])[c:11]([F:14])[cH:12][cH:13]2)[n:7]1>>[c:2]1(-[c:28]2[cH:27][cH:26][cH:25][c:24]([Br:23])[cH:29]2)[n:3][c:4]([C:16]([F:17])([F:18])[F:19])[cH:5][c:6](-[c:8]2[cH:9][c:10]([F:15])[c:11]([F:14])[cH:12][cH:13]2)[n:7]1. Starting materials: CON, CC(=O)[O-], CCO, Cl, CC(=O)c1ccc(N2CCN(C(=O)c3cc(S(C)(=O)=O)ccc3OC(C)C)CC2)c(F)c1, [Na+], O. Product: CON=C(C)c1ccc(N2CCN(C(=O)c3cc(S(C)(=O)=O)ccc3OC(C)C)CC2)c(F)c1. Reaction SMILES: [CH3:34][O:35][NH2:36].[CH3:38][C:39](=[O:40])[O-:41].[CH3:42][CH2:43][OH:44].[ClH:33].[F:1][c:2]1[cH:3][c:4]([C:30]([CH3:31])=[O:32])[cH:5][cH:6][c:7]1[N:8]1[CH2:9][CH2:10][N:11]([C:14]([c:15]2[c:16]([O:25][CH:26]([CH3:27])[CH3:28])[cH:17][cH:18][c:19]([S:21](=[O:22])(=[O:23])[CH3:24])[cH:20]2)=[O:29])[CH2:12][CH2:13]1.[Na+:37].[OH2:45]>>[F:1][c:2]1[cH:3][c:4]([C:30]([CH3:31])=[N:36][O:35][CH3:34])[cH:5][cH:6][c:7]1[N:8]1[CH2:9][CH2:10][N:11]([C:14]([c:15]2[c:16]([O:25][CH:26]([CH3:27])[CH3:28])[cH:17][cH:18][c:19]([S:21](=[O:22])(=[O:23])[CH3:24])[cH:20]2)=[O:29])[CH2:12][CH2:13]1. The reactants are CN1C(=O)CC(=O)N(C)C1=S, CN(C)c1ccncc1, CCO, CN(C)C=O, CCOC(=O)Cl, Nc1ccc(Cl)cc1Oc1c(Cl)cccc1Cl, ClCCl, c1ccncc1. The product is CN1C(=O)C(C(=O)Nc2ccc(Cl)cc2Oc2c(Cl)cccc2Cl)C(=O)N(C)C1=S. Reaction SMILES: [CH3:1][N:2]1[C:3](=[S:4])[N:5]([CH3:11])[C:6](=[O:7])[CH2:8][C:9]1=[O:10].[CH3:41][N:42]([CH3:43])[c:44]1[cH:45][cH:46][n:47][cH:48][cH:49]1.[CH3:53][CH2:54][OH:55].[CH3:56][N:57]([CH3:58])[CH:59]=[O:60].[Cl:18][C:19](=[O:20])[O:21][CH2:22][CH3:23].[Cl:24][c:25]1[cH:26][c:27]([O:32][c:33]2[c:34]([Cl:40])[cH:35][cH:36][cH:37][c:38]2[Cl:39])[c:28]([NH2:29])[cH:30][cH:31]1.[Cl:50][CH2:51][Cl:52].[cH:12]1[cH:13][cH:14][n:15][cH:16][cH:17]1>>[CH3:1][N:2]1[C:3](=[S:4])[N:5]([CH3:11])[C:6](=[O:7])[CH:8]([C:19](=[O:20])[NH:29][c:28]2[c:27]([O:32][c:33]3[c:34]([Cl:40])[cH:35][cH:36][cH:37][c:38]3[Cl:39])[cH:26][c:25]([Cl:24])[cH:31][cH:30]2)[C:9]1=[O:10]. The reactants are O1CC(CC1)C(=O)N1CC2=CC(=CC=C2CC1)C(=O)NOC1OCCCC1 (2-(tetrahydrofuran-3-ylcarbonyl)-N-(tetrahydro-2H-pyran-2-yloxy)-1,2,3,4-tetrahydroisoquinoline-7-carboxamide). Run in CO (methanol), Cl (hydrochloric acid). Reaction conditions: time 8 hour. Yields the product ONC(=O)C1=CC=C2CCN(CC2=C1)C(=O)C1COCC1 (N-Hydroxy-2-(tetrahydrofuran-3-ylcarbonyl)-1,2,3,4-tetrahydroisoquinoline-7-carboxamide). Isolated yield 23.4%. Reaction SMILES: [O:1]1[CH2:5][CH2:4][CH:3]([C:6]([N:8]2[CH2:17][CH2:16][C:15]3[C:10](=[CH:11][C:12]([C:18]([NH:20][O:21]C4CCCCO4)=[O:19])=[CH:13][CH:14]=3)[CH2:9]2)=[O:7])[CH2:2]1>CO.Cl>[OH:21][NH:20][C:18]([C:12]1[CH:11]=[C:10]2[C:15]([CH2:16][CH2:17][N:8]([C:6]([CH:3]3[CH2:4][CH2:5][O:1][CH2:2]3)=[O:7])[CH2:9]2)=[CH:14][CH:13]=1)=[O:19]. Procedure: A mixture of 110 mg 2-(tetrahydrofuran-3-ylcarbonyl)-N-(tetrahydro-2H-pyran-2-yloxy)-1,2,3,4-tetrahydroisoquinoline-7-carboxamide in 6 ml methanol and 6 ml 0.1 N aqueous hydrochloric acid is stirred overnight at ambient temperature. Subsequently, the reaction mixture is evaporated. The residue is dissolved in a mixture of water and acetonitrile and lyophilized. The crude product is purified by silica gel flash chromatography. 20 mg of the title compound are obtained as colorless solid. MH+=291.1 Product: CSC=1SC2=C(N1)C=CC(=C2)CN2C=NC1=C2C=CC(=C1)C#N (1-((2-(Methylthio)benzo[d]thiazol-6-yl)methyl)-1H-benzo[d]imidazole-5-carbonitrile). Reported procedure: 1-((2-(Methylthio)benzo[d]thiazol-6-yl)methyl)-1H-benzo[d]imidazole-5-carbonitrile was synthesized as a white solid (694 mg, 86%) using a procedure analogous to that described in Step 3 of Example 232, substituting N-(4-cyano-2-nitrophenyl)-N-((2-(methylthio)benzo[d]thiazol-6-yl)methyl)formamide from the previous step for N-(4-iodo-2-nitrophenyl)-N-((2-(methylthio)benzo[d]thiazol-6-yl)methyl)formamide used in Example 232. LCMS (ESI) m/z 337 (M+H)+. Starting materials: solid, C(#N)C1=CC(=C(C=C1)N(C=O)CC1=CC2=C(N=C(S2)SC)C=C1)[N+](=O)[O-] (N-(4-cyano-2-nitrophenyl)-N-((2-(methylthio)benzo[d]thiazol-6-yl)methyl)formamide), IC1=CC(=C(C=C1)N(C=O)CC1=CC2=C(N=C(S2)SC)C=C1)[N+](=O)[O-] (N-(4-iodo-2-nitrophenyl)-N-((2-(methylthio)benzo[d]thiazol-6-yl)methyl)formamide). RXN SMILES: [C:1]([C:3]1[CH:8]=[CH:7][C:6]([N:9]([CH2:12][C:13]2[CH:23]=[CH:22][C:16]3[N:17]=[C:18]([S:20][CH3:21])[S:19][C:15]=3[CH:14]=2)[CH:10]=O)=[C:5]([N+:24]([O-])=O)[CH:4]=1)#[N:2].IC1C=CC(N(CC2C=CC3N=C(SC)SC=3C=2)C=O)=C([N+]([O-])=O)C=1>>[CH3:21][S:20][C:18]1[S:19][C:15]2[CH:14]=[C:13]([CH2:12][N:9]3[C:6]4[CH:7]=[CH:8][C:3]([C:1]#[N:2])=[CH:4][C:5]=4[N:24]=[CH:10]3)[CH:23]=[CH:22][C:16]=2[N:17]=1.